Dataset: the Open Reaction Database (ORD), a public repository of structured organic reaction records. Task: describe an organic reaction: reactants, conditions, products, and yield The reactants are IC1=C(NS(=O)(=O)C)C=CC=C1 (2-iodo-methanesulfonylaniline), C1(=CC=CC=C1)S(=O)(=O)Cl (benzenesulfonyl chloride), [Cl-].[NH4+] (ammonium chloride), C1(=CC=CC=C1)S(=O)(=O)Cl (benzenesulfonyl chloride). The solvent is N1=CC=CC=C1 (pyridine). Run at temperature 60 celsius, time 1 hour. Product: C1(=CC=CC=C1)S(=O)(=O)N(C1=C(C=C(C=C1)S(=O)(=O)C)I)S(=O)(=O)C1=CC=CC=C1 (1-bisbenzenesulfonylamino-2-iodo-4-methanesulfonylbenzene). Isolated yield 197.4%. RXN SMILES: [I:1][C:2]1[CH:12]=[CH:11][CH:10]=[CH:9][C:3]=1[NH:4][S:5]([CH3:8])(=[O:7])=[O:6].[C:13]1([S:19](Cl)(=[O:21])=[O:20])[CH:18]=[CH:17][CH:16]=[CH:15][CH:14]=1.[Cl-].[NH4+]>N1C=CC=CC=1>[C:8]1([S:5]([N:4]([S:19]([C:13]2[CH:18]=[CH:17][CH:16]=[CH:15][CH:14]=2)(=[O:21])=[O:20])[C:3]2[CH:9]=[CH:10][C:11]([S:5]([CH3:8])(=[O:7])=[O:6])=[CH:12][C:2]=2[I:1])(=[O:7])=[O:6])[CH:11]=[CH:12][CH:2]=[CH:3][CH:9]=1 |f:2.3|. Procedure: To a solution of the compound obtained in Example 8 (3) (2.20 g) in pyridine (7.4 ml), benzenesulfonyl chloride (1.57 g) was added and the mixture was stirred at 15 to 30° C. for 1 hour and at 60° C. for 1 hour. Further, to the mixture was added benzenesulfonyl chloride (1.57 g) and the mixture was stirred at 60° C. for 15 hours, and: then poured into a saturated aqueous ammonium chloride solution. The precipitates were filtered off, washed with water and ether successively and dried under reduc... Reported procedure: A solution of 4-(4-fluorophenoxy)phenol (4.75 g, 23.30 mmol), potassium carbonate (4.17 g,. 30.30 mmol) and allyl bromide (2.22 mL, 25.60 mmol) in DMF (50 mL) was stirred for 5 h at 60° C. After cooling, the reaction mixture was neutralized with 1 N HCL and extracted with ethyl acetate. The organic extract was washed with brine, dried over sodium sulfate, filtered and concentrated to afford an oil which was chromatographed on silica gel (15% ethyl acetate/hexane) to afford the title compound. Product: C(C=C)OC1=CC=C(C=C1)OC1=CC=C(C=C1)F (4-(4-fluorophenoxy)phenyl Allyl Ether). Solvent: CN(C)C=O (DMF). Reaction SMILES: [F:1][C:2]1[CH:15]=[CH:14][C:5]([O:6][C:7]2[CH:12]=[CH:11][C:10]([OH:13])=[CH:9][CH:8]=2)=[CH:4][CH:3]=1.C(=O)([O-])[O-].[K+].[K+].[CH2:22](Br)[CH:23]=[CH2:24]>CN(C=O)C>[CH2:24]([O:13][C:10]1[CH:11]=[CH:12][C:7]([O:6][C:5]2[CH:14]=[CH:15][C:2]([F:1])=[CH:3][CH:4]=2)=[CH:8][CH:9]=1)[CH:23]=[CH2:22] |f:1.2.3|. Starting materials: FC1=CC=C(OC2=CC=C(C=C2)O)C=C1 (4-(4-fluorophenoxy)phenol), C([O-])([O-])=O.[K+].[K+] (potassium carbonate), C(C=C)Br (allyl bromide).